Dataset: the Open Reaction Database (ORD), a public repository of structured organic reaction records. Task: describe an organic reaction: reactants, conditions, products, and yield Reactants: C(=C)S(=O)(=O)N1CC2C(C1)CN(C2)C(=O)OC(C)(C)C (tert-butyl 5-(vinylsulfonyl)hexahydropyrrolo[3,4-c]pyrrole-2(1H)-carboxylate). Run in Cl.CO (HCl MeOH). Reaction conditions: time 1 hour. Product: C(=C)S(=O)(=O)N1CC2CNCC2C1 (2-(Vinylsulfonyl)octahydropyrrolo[3,4-c]pyrrole). Yield: 108.8%. Reaction SMILES: [CH:1]([S:3]([N:6]1[CH2:10][CH:9]2[CH2:11][N:12](C(OC(C)(C)C)=O)[CH2:13][CH:8]2[CH2:7]1)(=[O:5])=[O:4])=[CH2:2]>Cl.CO>[CH:1]([S:3]([N:6]1[CH2:10][CH:9]2[CH:8]([CH2:13][NH:12][CH2:11]2)[CH2:7]1)(=[O:5])=[O:4])=[CH2:2] |f:1.2|. Reported procedure: A mixture of tert-butyl 5-(vinylsulfonyl)hexahydropyrrolo[3,4-c]pyrrole-2(1H)-carboxylate (150 mg, 0.50 mmol) in HCl/MeOH (20 mL, 2.86 M) was stirred at room temperature for 1 h. The mixture was concentrated in vacuo to afford the crude product (110 mg) as a solid which was used directly in next step without further purification. Starting materials: CC(C)C(Br)C(=O)O, Nc1ccc(Cl)cc1F, [Na]. The product is CC(C)C(Nc1ccc(Cl)cc1F)C(=O)O. As a reaction SMILES: [Br:11][CH:12]([C:13](=[O:14])[OH:15])[CH:16]([CH3:17])[CH3:18].[F:1][c:2]1[c:3]([NH2:4])[cH:5][cH:6][c:7]([Cl:9])[cH:8]1.[Na:10]>>[F:1][c:2]1[c:3]([NH:4][CH:12]([C:13](=[O:14])[OH:15])[CH:16]([CH3:17])[CH3:18])[cH:5][cH:6][c:7]([Cl:9])[cH:8]1. Reactants: [OH-].[Na+] (NaOH), IC1=CC=C(C=C1)O (4-iodophenol), O (water), BrC(CCCCC)O (bromohexanol). The solvent is CN(C)C=O (DMF), C1CCOC1 (THF), C(C)(=O)OCC.ClCCl (ethyl acetate dichloromethane). Reaction conditions: temperature 60 celsius. Yields the product IC1=CC=C(OCCCCCCO)C=C1 (6-(4-iodophenoxy)hexan-1-ol). Isolated yield 69.0%. Reaction SMILES: [OH-].[Na+].[I:3][C:4]1[CH:9]=[CH:8][C:7]([OH:10])=[CH:6][CH:5]=1.Br[CH:12]([OH:18])[CH2:13][CH2:14][CH2:15][CH2:16][CH3:17].O>CN(C=O)C.C1COCC1.C(OCC)(=O)C.ClCCl>[I:3][C:4]1[CH:9]=[CH:8][C:7]([O:10][CH2:17][CH2:16][CH2:15][CH2:14][CH2:13][CH2:12][OH:18])=[CH:6][CH:5]=1 |f:0.1,7.8|. Reported procedure: A solution of NaOH (0.327 g, 8.18 mmol) and 4-iodophenol (1.5 g, 6.82 mmol) in 7.5 ml of DMF and 3.5 ml of THF was stirred at room temperature for 15 minutes. Then bromohexanol (1.482 g, 8.18 mmol) was added and the reaction mixture was warmed at 60° C. When the reaction is over, water was added (15 ml) and the mixture was extracted with ethyl acetate. The organic phase was dried over anhydrous sodium sulphate and after filtration the solvent was removed at reduced pressure. The product was isol... Starting materials: C1CCOC1, COc1cc(N2CCC(N3CCCC3)CC2)ccc1[N+](=O)[O-], [H][H]. Yields the product COc1cc(N2CCC(N3CCCC3)CC2)ccc1N. As a reaction SMILES: [CH2:25]1[O:26][CH2:27][CH2:28][CH2:29]1.[CH3:1][O:2][c:3]1[cH:4][c:5]([N:12]2[CH2:13][CH2:14][CH:15]([N:18]3[CH2:19][CH2:20][CH2:21][CH2:22]3)[CH2:16][CH2:17]2)[cH:6][cH:7][c:8]1[N+:9]([O-:10])=[O:11].[H:23][H:24]>>[CH3:1][O:2][c:3]1[cH:4][c:5]([N:12]2[CH2:13][CH2:14][CH:15]([N:18]3[CH2:19][CH2:20][CH2:21][CH2:22]3)[CH2:16][CH2:17]2)[cH:6][cH:7][c:8]1[NH2:9]. Reactants: [H-].[Na+] (sodium hydride), ClC=1C(=NC=C(C1)C(F)(F)F)C1=CC2=C(N(C(N2)=O)C(C)C)C=C1 (5-(3-chloro-5-trifluoromethylpyridin-2-yl)-1-(1-methylethyl)benzimidazol-2-one), ice water, CI (methyl iodide). Run in CN(C=O)C (dimethylformamide), CN(C=O)C (dimethylformamide). Run at time 6 hour. The product is ClC=1C(=NC=C(C1)C(F)(F)F)C1=CC2=C(N(C(N2C)=O)C(C)C)C=C1 (5-(3-Chloro-5-trifluoromethylpyridin-2-yl)-3-methyl-1-(1-methylethyl)benzimidazol-2-one). Yield: 80.8%. RXN SMILES: [H-].[Na+].[Cl:3][C:4]1[C:5]([C:14]2[CH:26]=[CH:25][C:17]3[N:18]([CH:22]([CH3:24])[CH3:23])[C:19](=[O:21])[NH:20][C:16]=3[CH:15]=2)=[N:6][CH:7]=[C:8]([C:10]([F:13])([F:12])[F:11])[CH:9]=1.[CH3:27]I>CN(C)C=O>[Cl:3][C:4]1[C:5]([C:14]2[CH:26]=[CH:25][C:17]3[N:18]([CH:22]([CH3:23])[CH3:24])[C:19](=[O:21])[N:20]([CH3:27])[C:16]=3[CH:15]=2)=[N:6][CH:7]=[C:8]([C:10]([F:11])([F:12])[F:13])[CH:9]=1 |f:0.1|. Procedure: 0.23 g of an 80% strength by weight suspension of sodium hydride in mineral oil was added at 23° C. to 25 ml of anhydrous dimethylformamide. The mixture was then treated dropwise with a solution of 2.50 g of 5-(3-chloro-5-trifluoromethylpyridin-2-yl)-1-(1-methylethyl)benzimidazol-2-one in 25 ml of dimethylformamide and, after stirring for 15 minutes, with 1.05 g of methyl iodide. After stirring for 6 hours, the reaction mixture was poured into 300 ml of ice water. The aqueous phase was extracted... Starting materials: C1CCOC1, CI, CO, CC(=O)N1CCc2c(c(-c3ccc(Cl)cc3)nn2CC(O)CN2CCN(c3ccccc3C)CC2)C1, ClCCl, [H-], [Na+]. The product is COC(CN1CCN(c2ccccc2C)CC1)Cn1nc(-c2ccc(Cl)cc2)c2c1CCN(C(C)=O)C2. As a reaction SMILES: [CH2:46]1[O:47][CH2:48][CH2:49][CH2:50]1.[CH3:39][I:40].[CH3:41][OH:42].[Cl:1][c:2]1[cH:3][cH:4][c:5](-[c:8]2[n:9][n:10]([CH2:20][CH:21]([CH2:22][N:23]3[CH2:24][CH2:25][N:26]([c:29]4[c:30]([CH3:35])[cH:31][cH:32][cH:33][cH:34]4)[CH2:27][CH2:28]3)[OH:36])[c:11]3[c:12]2[CH2:13][N:14]([C:17]([CH3:18])=[O:19])[CH2:15][CH2:16]3)[cH:6][cH:7]1.[Cl:43][CH2:44][Cl:45].[H-:38].[Na+:37]>>[Cl:1][c:2]1[cH:3][cH:4][c:5](-[c:8]2[n:9][n:10]([CH2:20][CH:21]([CH2:22][N:23]3[CH2:24][CH2:25][N:26]([c:29]4[c:30]([CH3:35])[cH:31][cH:32][cH:33][cH:34]4)[CH2:27][CH2:28]3)[O:36][CH3:44])[c:11]3[c:12]2[CH2:13][N:14]([C:17]([CH3:18])=[O:19])[CH2:15][CH2:16]3)[cH:6][cH:7]1. Starting materials: C[SiH](C)c1cc2c(Cl)cccc2n1C(C)(C)C, Cc1ccccc1, c1ccc(-c2ccccc2P(C2CCCCC2)C2CCCCC2)cc1, [K+], CC(C)(C)OC(=O)N1CCNCC1, CC(=O)[O-], CC(=O)[O-], O=P([O-])(O)O, [Pd+2]. Product: C[SiH](C)c1cc2c(N3CCN(C(=O)OC(C)(C)C)CC3)cccc2n1C(C)(C)C. RXN SMILES: [C:1]([CH3:2])([CH3:3])([CH3:4])[n:5]1[c:6]([SiH:15]([CH3:16])[CH3:17])[cH:7][c:8]2[c:9]([Cl:14])[cH:10][cH:11][cH:12][c:13]12.[CH3:62][c:63]1[cH:64][cH:65][cH:66][cH:67][cH:68]1.[CH:31]1([P:32]([CH:33]2[CH2:34][CH2:35][CH2:36][CH2:37][CH2:38]2)[c:39]2[cH:40][cH:41][cH:42][cH:43][c:44]2-[c:45]2[cH:46][cH:47][cH:48][cH:49][cH:50]2)[CH2:51][CH2:52][CH2:53][CH2:54][CH2:55]1.[K+:61].[N:18]1([C:24](=[O:25])[O:26][C:27]([CH3:28])([CH3:29])[CH3:30])[CH2:19][CH2:20][NH:21][CH2:22][CH2:23]1.[O-:70][C:71]([CH3:72])=[O:73].[O-:74][C:75]([CH3:76])=[O:77].[P:56]([O-:57])([OH:58])([OH:59])=[O:60].[Pd+2:69]>>[C:1]([CH3:2])([CH3:3])([CH3:4])[n:5]1[c:6]([SiH:15]([CH3:16])[CH3:17])[cH:7][c:8]2[c:9]([N:21]3[CH2:20][CH2:19][N:18]([C:24](=[O:25])[O:26][C:27]([CH3:28])([CH3:29])[CH3:30])[CH2:23][CH2:22]3)[cH:10][cH:11][cH:12][c:13]12. Product: [Si](C)(C)(C(C)(C)C)OCCC=1NC(=CN1)C (2-(tert-butyldimethylsilyloxyethyl)-5-methylimidazole). Reaction conditions: temperature 0 celsius, time 4 hour. Procedure details: Tert-butyldimethylsilyl chloride (9.05 g) was added to a stirred mixture of 1-(2-hydroxyethyl)-5-methylimidazole (6.4 g), imidazole (7.5 g) and methylene chloride (30 ml) which was cooled to 0° C. The reaction mixture was stirred at ambient temperature for 4 hours. The mixture was poured into water. The organic layer was washed with brine, dried over magnesium sulphate and evaporated to give 1-(2-(tert-butyldimethylsilyloxyethyl)-5-methylimidazole (11.7 g); NMR Spectrum: (CDCl3)-0.04 (s, 6H), 0.... Reaction SMILES: [Si:1](Cl)([C:4]([CH3:7])([CH3:6])[CH3:5])([CH3:3])[CH3:2].[OH:9][CH2:10][CH2:11]N1C(C)=CN=C1.[NH:18]1[CH:22]=[CH:21][N:20]=[CH:19]1.[CH2:23](Cl)Cl>O>[Si:1]([O:9][CH2:10][CH2:11][C:19]1[NH:18][C:22]([CH3:23])=[CH:21][N:20]=1)([C:4]([CH3:7])([CH3:6])[CH3:5])([CH3:3])[CH3:2]. Starting materials: [Si](C)(C)(C(C)(C)C)Cl (Tert-butyldimethylsilyl chloride), OCCN1C=NC=C1C (1-(2-hydroxyethyl)-5-methylimidazole), N1C=NC=C1 (imidazole), C(Cl)Cl (methylene chloride). Run in O (water). The reactants are CCCN1C(C(=O)OC)=C(O)c2ccccc2S1(=O)=O, Nc1cncc(Cl)n1, Cc1ccccc1C. The product is CCCN1C(C(=O)Nc2cncc(Cl)n2)=C(O)c2ccccc2S1(=O)=O. As a reaction SMILES: [CH2:1]([CH2:2][CH3:3])[N:4]1[S:5](=[O:19])(=[O:20])[c:6]2[c:7]([cH:15][cH:16][cH:17][cH:18]2)[C:8]([OH:14])=[C:9]1[C:10]([O:12][CH3:11])=[O:13].[NH2:21][c:22]1[n:23][c:24]([Cl:28])[cH:25][n:26][cH:27]1.[c:29]1([CH3:30])[c:31]([CH3:32])[cH:33][cH:34][cH:35][cH:36]1>>[CH2:1]([CH2:2][CH3:3])[N:4]1[S:5](=[O:19])(=[O:20])[c:6]2[c:7]([cH:15][cH:16][cH:17][cH:18]2)[C:8]([OH:14])=[C:9]1[C:10](=[O:12])[NH:21][c:22]1[n:23][c:24]([Cl:28])[cH:25][n:26][cH:27]1. The reactants are FC1=CC=C(C=C1)C(O)(C1CCN(CC1)CC1=CC=CC=C1)C1=CC=C(C=C1)F (α,α-bis-(4-fluorophenyl)-1-(phenylmethyl)-4-piperidinemethanol), C(Cl)Cl (Methylene chloride). The reagents and catalysts are [Pd] (palladium-on-carbon). The solvent is C(C)O (ethanol). The product is FC1=CC=C(C=C1)C(O)(C1CCNCC1)C1=CC=C(C=C1)F (α,α-Bis(p-fluorophenyl)-4-piperidinemethanol). The yield is 91.8%. As a reaction SMILES: [F:1][C:2]1[CH:7]=[CH:6][C:5]([C:8]([C:23]2[CH:28]=[CH:27][C:26]([F:29])=[CH:25][CH:24]=2)([CH:10]2[CH2:15][CH2:14][N:13](CC3C=CC=CC=3)[CH2:12][CH2:11]2)[OH:9])=[CH:4][CH:3]=1.C(Cl)Cl>C(O)C.[Pd]>[F:1][C:2]1[CH:7]=[CH:6][C:5]([C:8]([C:23]2[CH:24]=[CH:25][C:26]([F:29])=[CH:27][CH:28]=2)([CH:10]2[CH2:11][CH2:12][NH:13][CH2:14][CH2:15]2)[OH:9])=[CH:4][CH:3]=1. Procedure details: A solution of 31.2 g (0.079 mole) of α,α-bis-(4-fluorophenyl)-1-(phenylmethyl)-4-piperidinemethanol in 400 ml of absolute ethanol was hydrogenated at 50 psi and 70° C. over 5% palladium-on-carbon over the weekend. The mixture was filtered and the filtrate was concentrated under reduced pressure to give a gum as residue. Methylene chloride was added to the residue and the gum crystallized. The mixture was diluted with petroleum ether and the solid was collected by filtration, washed with petroleu...